Dataset: the Open Reaction Database (ORD), a public repository of structured organic reaction records. Task: describe an organic reaction: reactants, conditions, products, and yield Starting materials: CC(=O)N1c2cccnc2C(N)CC1C, CC(=O)[O-], OB(O)c1ccc(Cl)cc1, CN(C)C=O, c1ccncc1. Yields the product CC(=O)N1c2cccnc2C(Nc2ccc(Cl)cc2)CC1C. Reaction SMILES: [C:1]([CH3:2])(=[O:3])[N:4]1[CH:5]([CH3:15])[CH2:6][CH:7]([NH2:14])[c:8]2[n:9][cH:10][cH:11][cH:12][c:13]21.[CH3:26][C:27](=[O:28])[O-:29].[Cl:16][c:17]1[cH:18][cH:19][c:20]([B:23]([OH:24])[OH:25])[cH:21][cH:22]1.[O:36]=[CH:37][N:38]([CH3:39])[CH3:40].[cH:30]1[cH:31][cH:32][n:33][cH:34][cH:35]1>>[C:1]([CH3:2])(=[O:3])[N:4]1[CH:5]([CH3:15])[CH2:6][CH:7]([NH:14][c:20]2[cH:19][cH:18][c:17]([Cl:16])[cH:22][cH:21]2)[c:8]2[n:9][cH:10][cH:11][cH:12][c:13]21. Starting materials: C(C1=CC=CC=C1)N1[C@]2(C[C@H]([C@@H]1CC[C@]21OCC=C1)S(=O)(=O)C1=CC=CC=C1)C1=CC=CC=C1 ((1R*,2R*,5S*,6R*)-8-benzyl-1-phenyl-6-phenylsulphonylspiro[8-azabicyclo[3.2.1]octane-2,2′(5′H)-furan]), IC1=CC(=CC=2CC(OC21)C)OC(F)(F)F (2,3-dihydro-7-iodo-2-methyl-5-trifluoromethoxybenzofuran), [Cl-].[Li+] (lithium chloride), C(=O)[O-].[K+] (potassium formate), IC1=CC(=CC=2CC(OC21)C)OC(F)(F)F (2,3-dihydro-7-iodo-2-methyl-5-trifluoromethoxybenzofuran). Reagents/catalysts: [Cl-].C(CCC)[N+](CCCC)(CCCC)CCCC (tetra-n-butylammonium chloride), C(C)(=O)[O-].[Pd+2].C(C)(=O)[O-] (palladium(II) acetate), C(C)(=O)[O-].[Pd+2].C(C)(=O)[O-] (palladium(II) acetate). Run in CN(C=O)C (N,N-dimethylformamide), O (water). Run at time 24 hour. Product: C(C1=CC=CC=C1)N1[C@]2(CC([C@H]1CC[C@]21OC[C@@H](C1)C1=CC(=CC=2CC(OC21)C)OC(F)(F)F)S(=O)(=O)C2=CC=CC=C2)C2=CC=CC=C2 ((1R*,2R*,4′S*,5R*)-8-Benzyl-2′,3′,4′,5′-tetrahydro-4′-[(2RS)-2,3-dihydro-2-methyl-5-trifluoromethoxybenzofuran-7-yl]-1-phenyl-6-phenylsulphonylspiro[8-azabicyclo[3.2.1]octane-2,2′-furan]). Yield: 44.2%. As a reaction SMILES: [CH2:1]([N:8]1[C@H:12]2[CH2:13][CH2:14][C@@:15]3([CH:19]=[CH:18][CH2:17][O:16]3)[C@:9]1([C:29]1[CH:34]=[CH:33][CH:32]=[CH:31][CH:30]=1)[CH2:10][C@H:11]2[S:20]([C:23]1[CH:28]=[CH:27][CH:26]=[CH:25][CH:24]=1)(=[O:22])=[O:21])[C:2]1[CH:7]=[CH:6][CH:5]=[CH:4][CH:3]=1.I[C:36]1[C:44]2[O:43][CH:42]([CH3:45])[CH2:41][C:40]=2[CH:39]=[C:38]([O:46][C:47]([F:50])([F:49])[F:48])[CH:37]=1.[Cl-].[Li+].C([O-])=O.[K+]>[Cl-].C([N+](CCCC)(CCCC)CCCC)CCC.C([O-])(=O)C.[Pd+2].C([O-])(=O)C.CN(C)C=O.O>[CH2:1]([N:8]1[C@@H:12]2[CH2:13][CH2:14][C@@:15]3([CH2:19][C@@H:18]([C:36]4[C:44]5[O:43][CH:42]([CH3:45])[CH2:41][C:40]=5[CH:39]=[C:38]([O:46][C:47]([F:49])([F:48])[F:50])[CH:37]=4)[CH2:17][O:16]3)[C@:9]1([C:29]1[CH:34]=[CH:33][CH:32]=[CH:31][CH:30]=1)[CH2:10][CH:11]2[S:20]([C:23]1[CH:24]=[CH:25][CH:26]=[CH:27][CH:28]=1)(=[O:21])=[O:22])[C:2]1[CH:3]=[CH:4][CH:5]=[CH:6][CH:7]=1 |f:2.3,4.5,6.7,8.9.10|. Procedure: A mixture of (1R*,2R*,5S*,6R*)-8-benzyl-1-phenyl-6-phenylsulphonylspiro[8-azabicyclo[3.2.1]octane-2,2′(5′H)-furan] (Description 15; 500 mg, 1.05 mmol), 2,3-dihydro-7-iodo-2-methyl-5-trifluoromethoxybenzofuran (Description 22; 1.11 g, 3.22 mmol), tetra-n-butylammonium chloride (310 mg, 0.96 mmol), lithium chloride (640 mg, 1.48 mmol), potassium formate (420 mg, 5 mmol), palladium(II) acetate (47 mg, 0.21 mmol), water (0.2 ml) and N,N-dimethylformamide (5 ml) was stirred at +65° C. for 24 hours. A... Starting materials: C(C)(C)(C)OC(N(C)C1=NC(=CC=C1)CCOC=1C=C2C=CNC2=CC1)=O ({6-[2-(1H-indol-5-yloxy)-ethyl]-pyridin-2-yl}-methyl-carbamic acid tert-butyl ester), COC(C#CC=1C=NC=CC1)=O (pyridin-3-yl-propynoic acid methyl ester). Yields the product COC(C=C(C=1C=NC=CC1)N1C=CC2=CC(=CC=C12)OCCC1=NC(=CC=C1)N(C)C(=O)OC(C)(C)C)=O (3-(5-{2-[6-(tert-Butoxycarbonyl-methyl-amino)-pyridin-2-yl]-ethoxy}-indol-1-yl)-3-pyridin-3-yl-acrylic acid methyl ester). Isolated yield 96.0%. Reaction SMILES: [C:1]([O:5][C:6](=[O:27])[N:7]([C:9]1[CH:14]=[CH:13][CH:12]=[C:11]([CH2:15][CH2:16][O:17][C:18]2[CH:19]=[C:20]3[C:24](=[CH:25][CH:26]=2)[NH:23][CH:22]=[CH:21]3)[N:10]=1)[CH3:8])([CH3:4])([CH3:3])[CH3:2].[CH3:28][O:29][C:30](=[O:39])[C:31]#[C:32][C:33]1[CH:34]=[N:35][CH:36]=[CH:37][CH:38]=1>>[CH3:28][O:29][C:30](=[O:39])[CH:31]=[C:32]([N:23]1[C:24]2[C:20](=[CH:19][C:18]([O:17][CH2:16][CH2:15][C:11]3[CH:12]=[CH:13][CH:14]=[C:9]([N:7]([C:6]([O:5][C:1]([CH3:4])([CH3:2])[CH3:3])=[O:27])[CH3:8])[N:10]=3)=[CH:26][CH:25]=2)[CH:21]=[CH:22]1)[C:33]1[CH:34]=[N:35][CH:36]=[CH:37][CH:38]=1. Procedure: The title compound was synthesized from {6-[2-(1H-indol-5-yloxy)-ethyl]-pyridin-2-yl}-methyl-carbamic acid tert-butyl ester and pyridin-3-yl-propynoic acid methyl ester, using the procedure described in Example 16, step (d1), in a 96% yield, as an E/Z isomeric mixture. 1H NMR (Cl3CD), δ: 8.74-8.64 (m, 2H), 7.68 (m, 0.4), 7.57-7.48 (m, 2H), 7.45 (m, 0.6H), 7.38 (m, 0.4H), 7.28 (m, 0.6H), 7.13 (m, 1H), 7.08 (m, 1H), 6.96 (d, 1H, J=7.0 Hz), 6.88 (d, 0.4H, J=3.5 Hz), 6.80-6.66 (m, 1.6H), 6.61 (d, 0.... Starting materials: CC(O)C1(c2ccc(F)cc2F)CO1, O=c1[nH]ncn1-c1ccncn1. Product: CC(n1ncn(-c2ccncn2)c1=O)C1(c2ccc(F)cc2F)CO1. As a reaction SMILES: [F:1][c:2]1[c:3]([C:9]2([CH:12]([CH3:13])[OH:14])[O:10][CH2:11]2)[cH:4][cH:5][c:6]([F:8])[cH:7]1.[n:15]1[cH:16][n:17][c:18](-[n:21]2[c:22](=[O:26])[nH:23][n:24][cH:25]2)[cH:19][cH:20]1>>[F:1][c:2]1[c:3]([C:9]2([CH:12]([CH3:13])[n:23]3[c:22](=[O:26])[n:21](-[c:18]4[n:17][cH:16][n:15][cH:20][cH:19]4)[cH:25][n:24]3)[O:10][CH2:11]2)[cH:4][cH:5][c:6]([F:8])[cH:7]1. Reactants: ClC=1C(=C(C(=O)OC)C=C(C1C)B1OC(C(O1)(C)C)(C)C)O (methyl 3-chloro-2-hydroxy-4-methyl-5-(4,4,5,5-tetramethyl-1,3,2-dioxaborolan-2-yl)benzoate), COCCOC (DME), ClCC1=CC=C(C=C1)OC (1-(chloromethyl)-4-methoxybenzene), C([O-])([O-])=O.[Na+].[Na+] (sodium carbonate). The reagents and catalysts are C=1C=CC(=CC1)[P](C=2C=CC=CC2)(C=3C=CC=CC3)[Pd]([P](C=4C=CC=CC4)(C=5C=CC=CC5)C=6C=CC=CC6)([P](C=7C=CC=CC7)(C=8C=CC=CC8)C=9C=CC=CC9)[P](C=1C=CC=CC1)(C=1C=CC=CC1)C=1C=CC=CC1 (tetrakis(triphenylphosphine)palladium(0)). Run in C(C)(=O)OCC (ethyl acetate), O (water), O (water). Run at temperature 80 celsius, time 8 hour. The product is ClC=1C(=C(C(=O)OC)C=C(C1C)CC1=CC=C(C=C1)OC)O (methyl 3-chloro-2-hydroxy-5-(4-methoxybenzyl)-4-methylbenzoate). Isolated yield 42.0%. As a reaction SMILES: [Cl:1][C:2]1[C:3]([OH:22])=[C:4]([CH:9]=[C:10](B2OC(C)(C)C(C)(C)O2)[C:11]=1[CH3:12])[C:5]([O:7][CH3:8])=[O:6].COCCOC.Cl[CH2:30][C:31]1[CH:36]=[CH:35][C:34]([O:37][CH3:38])=[CH:33][CH:32]=1.C(=O)([O-])[O-].[Na+].[Na+]>C1C=CC([P]([Pd]([P](C2C=CC=CC=2)(C2C=CC=CC=2)C2C=CC=CC=2)([P](C2C=CC=CC=2)(C2C=CC=CC=2)C2C=CC=CC=2)[P](C2C=CC=CC=2)(C2C=CC=CC=2)C2C=CC=CC=2)(C2C=CC=CC=2)C2C=CC=CC=2)=CC=1.C(OCC)(=O)C.O>[Cl:1][C:2]1[C:3]([OH:22])=[C:4]([CH:9]=[C:10]([CH2:30][C:31]2[CH:36]=[CH:35][C:34]([O:37][CH3:38])=[CH:33][CH:32]=2)[C:11]=1[CH3:12])[C:5]([O:7][CH3:8])=[O:6] |f:3.4.5,^1:48,50,69,88|. Reported procedure: To a solution of methyl 3-chloro-2-hydroxy-4-methyl-5-(4,4,5,5-tetramethyl-1,3,2-dioxaborolan-2-yl)benzoate (0.90 g), in a mixed solvent of DME (13.5 mL)-water (4.50 mL) were added 1-(chloromethyl)-4-methoxybenzene (0.43 g), tetrakis(triphenylphosphine)palladium(0) (0.16 g) and sodium carbonate (0.58 g), and the mixture was stirred at 80° C. overnight under argon atmosphere. The reaction mixture was allowed to be cooled to room temperature, water and ethyl acetate were added thereto, and the mix... Starting materials: COC(=O)C1CCC(c2nc(-c3cccc(OCc4c(F)cccc4F)c3)c3c(N)nccn23)CC1, Nc1nccn2c(C3CCC(C(=O)O)CC3)nc(-c3cccc(OCc4ccccc4)c3)c12. The product is Nc1nccn2c(C3CCC(C(=O)O)CC3)nc(-c3cccc(OCc4c(F)cccc4F)c3)c12. Reaction SMILES: [CH3:34][O:35][C:36](=[O:37])[CH:38]1[CH2:39][CH2:40][CH:41]([c:44]2[n:45][c:46](-[c:54]3[cH:55][c:56]([O:60][CH2:61][c:62]4[c:63]([F:69])[cH:64][cH:65][cH:66][c:67]4[F:68])[cH:57][cH:58][cH:59]3)[c:47]3[n:48]2[cH:49][cH:50][n:51][c:52]3[NH2:53])[CH2:42][CH2:43]1.[NH2:1][c:2]1[c:3]2[n:4]([c:5]([CH:6]3[CH2:7][CH2:8][CH:9]([C:10]([OH:11])=[O:12])[CH2:13][CH2:14]3)[n:15][c:16]2-[c:17]2[cH:18][cH:19][cH:20][c:21]([O:22][CH2:23][c:24]3[cH:25][cH:26][cH:27][cH:28][cH:29]3)[cH:30]2)[cH:31][cH:32][n:33]1>>[O:35]=[C:36]([OH:37])[CH:38]1[CH2:39][CH2:40][CH:41]([c:44]2[n:45][c:46](-[c:54]3[cH:55][c:56]([O:60][CH2:61][c:62]4[c:63]([F:69])[cH:64][cH:65][cH:66][c:67]4[F:68])[cH:57][cH:58][cH:59]3)[c:47]3[n:48]2[cH:49][cH:50][n:51][c:52]3[NH2:53])[CH2:42][CH2:43]1. The reactants are C(C)C1=C2C=C(C(N(C2=CC(=N1)CC)CC1=CC=C(C=C1)C1=C(C=CC=C1)C=1N=NN(N1)C(C1=CC=CC=C1)(C1=CC=CC=C1)C1=CC=CC=C1)=O)C(=O)N (5,7-diethyl-2-oxo-1-[(2'-(2-triphenylmethyl-2H-tetrazol-5-yl)biphenyl-4-yl)methyl]-1,2-dihydro-1,6-naphthyridine-3-carboxamide), ClCCl (dichloromethane). Run in CO (methanol), Cl (hydrochloric acid). Conditions: time 30 minute. The product is Cl.C(C)C1=C2C=C(C(N(C2=CC(=N1)CC)CC1=CC=C(C=C1)C1=C(C=CC=C1)C1=NN=NN1)=O)C(=O)N (5,7-diethyl-2-oxo-1-[(2'-(1H-tetrazol-5-yl)biphenyl-4-yl)methyl]-1,2-dihydro-1,6-naphthyridine-3-carboxamide hydrochloride). RXN SMILES: [CH2:1]([C:3]1[N:12]=[C:11]([CH2:13][CH3:14])[CH:10]=[C:9]2[C:4]=1[CH:5]=[C:6]([C:53]([NH2:55])=[O:54])[C:7](=[O:52])[N:8]2[CH2:15][C:16]1[CH:21]=[CH:20][C:19]([C:22]2[CH:27]=[CH:26][CH:25]=[CH:24][C:23]=2[C:28]2[N:29]=[N:30][N:31](C(C3C=CC=CC=3)(C3C=CC=CC=3)C3C=CC=CC=3)[N:32]=2)=[CH:18][CH:17]=1)[CH3:2].[Cl:56]CCl>CO.Cl>[ClH:56].[CH2:1]([C:3]1[N:12]=[C:11]([CH2:13][CH3:14])[CH:10]=[C:9]2[C:4]=1[CH:5]=[C:6]([C:53]([NH2:55])=[O:54])[C:7](=[O:52])[N:8]2[CH2:15][C:16]1[CH:21]=[CH:20][C:19]([C:22]2[CH:27]=[CH:26][CH:25]=[CH:24][C:23]=2[C:28]2[NH:32][N:31]=[N:30][N:29]=2)=[CH:18][CH:17]=1)[CH3:2] |f:4.5|. Procedure: 5,7-diethyl-2-oxo-1-[(2'-(2-triphenylmethyl-2H-tetrazol-5-yl)biphenyl-4-yl)methyl]-1,2-dihydro-1,6-naphthyridine-3-carboxamide (A) (500 mg) was dissolved in a mixture of methanol (5 ml), dichloromethane (3 ml) and concentrated hydrochloric acid (0.7 ml) and the mixture was stirred for 30 minutes. Volatile material was removed by evaporation and the residue was dissolved in a minimum of methanol. Ether was added to precipitate a solid which was collected by filtration. The solid was recrystallise... The reactants are C1[C@@H]([C@H](O[C@H]1N2C=NC3=C2N=C(N=C3N)Cl)CO)O (CldAdo), BTEA-NO2, 6-chloro, C(C)(=O)Cl (acetyl chloride), N(=O)[O-].C(C1=CC=CC=C1)[N+](CC)(CC)CC (benzyltriethylammonium nitrite). The product is ClC1=NC=C2NC=NC2=N1 (2-chloropurine). As a reaction SMILES: C1[C@H]([N:6]2[C:10]3[N:11]=[C:12]([Cl:16])[N:13]=[C:14](N)[C:9]=3[N:8]=[CH:7]2)O[C@H](CO)[C@H]1O.C(Cl)(=O)C.N([O-])=O.C([N+](CC)(CC)CC)C1C=CC=CC=1>>[Cl:16][C:12]1[N:11]=[C:10]2[C:9]([NH:8][CH:7]=[N:6]2)=[CH:14][N:13]=1 |f:2.3|. Reported procedure: In preferred embodiments of the present invention, CldAdo is synthesized by employing acetyl chloride and benzyltriethylammonium nitrite (BTEA-NO2)-mediated diazotization/chloro-dediazoniation of 6-O-(2,4,6-triisopropylbenzenesulfonyl) (TiPBS) or 6-chloro derivatives that are readily obtained from dGuo. Non-aqueous diazotization/chloro-dediazoniation (acetyl chloride/benzyltriethylammonium nitrite) of 2, 2′b, or 5 gave the 2-chloropurine derivatives 3, 3′b, or 6, respectively. This new procedure... The reactants are CC(=O)O[BH-](OC(C)=O)OC(C)=O, CC(=O)O, ClCCCl, Nc1ccccc1, [Na+], O=Cc1ccoc1. Yields the product c1ccc(NCc2ccoc2)cc1. As a reaction SMILES: [C:15]([O:16][BH-:17]([O:18][C:19](=[O:20])[CH3:21])[O:22][C:23](=[O:24])[CH3:25])(=[O:26])[CH3:27].[CH3:29][C:30](=[O:31])[OH:32].[Cl:33][CH2:34][CH2:35][Cl:36].[NH2:1][c:2]1[cH:3][cH:4][cH:5][cH:6][cH:7]1.[Na+:28].[o:8]1[cH:9][c:10]([CH:13]=[O:14])[cH:11][cH:12]1>>[NH:1]([c:2]1[cH:3][cH:4][cH:5][cH:6][cH:7]1)[CH2:13][c:10]1[cH:9][o:8][cH:12][cH:11]1.